This data is from the Open Reaction Database (ORD), a public repository of structured organic reaction records. The task is: describe an organic reaction: reactants, conditions, products, and yield Starting materials: Cl (hydrogen chloride), [BH4-].[Na+] (sodium borohydride), [N+](=O)([O-])C1=CC=C(C=C1)C1=CC=C(O1)C=O (5-(4-nitrophenyl)-2-furaldehyde), NCCC1=NC=CC=C1 (2-(2-aminoethyl)pyridine). Solvent: CO (methanol), CO (methanol), CO (methanol). The product is Cl.Cl.[N+](=O)([O-])C1=CC=C(C=C1)C1=CC=C(CNCCC2=NC=CC=C2)O1 (2-[2-[5-(4-Nitrophenyl)furfurylamino]ethyl]pyridine Dihydrochloride). The yield is 87.0%. RXN SMILES: [N+:1]([C:4]1[CH:9]=[CH:8][C:7]([C:10]2[O:14][C:13]([CH:15]=O)=[CH:12][CH:11]=2)=[CH:6][CH:5]=1)([O-:3])=[O:2].[NH2:17][CH2:18][CH2:19][C:20]1[CH:25]=[CH:24][CH:23]=[CH:22][N:21]=1.[BH4-].[Na+].[ClH:28]>CO>[ClH:28].[ClH:28].[N+:1]([C:4]1[CH:9]=[CH:8][C:7]([C:10]2[O:14][C:13]([CH2:15][NH:17][CH2:18][CH2:19][C:20]3[CH:25]=[CH:24][CH:23]=[CH:22][N:21]=3)=[CH:12][CH:11]=2)=[CH:6][CH:5]=1)([O-:3])=[O:2] |f:2.3,6.7.8|. Reported procedure: A mixture of 54 g (0.25 mole) of 5-(4-nitrophenyl)-2-furaldehyde and 30.5 g (0.25 mole) of 2-(2-aminoethyl)pyridine in 300 ml of methanol was heated under reflux for 21/2 hours. The resulting solution was cooled to 25°, and 9.5 g (0.25 mole) of sodium borohydride was added in portions over 1 hour at 25°-30°. The solution was heated under reflux for 15 min, and the solvent was removed on a rotary evaporator. The residual solid was partitioned between water and chloroform. The chloroform layer (40... Starting materials: N1=CC=CC=C1 (pyridine), C(C)(=O)Cl (Acetyl chloride), ice water, COC=1C(C2=CC=CC(=C2C(C1OC)=O)N)=O (2,3-Dimethoxy-5-amino-1,4-naphthoquinone). The solvent is C(Cl)(Cl)Cl (chloroform), C(Cl)(Cl)Cl (chloroform). Yields the product COC=1C(C2=CC=CC(=C2C(C1OC)=O)NC(C)=O)=O (2,3-dimethoxy-5-acetamido-1,4-naphthoquinone). RXN SMILES: [C:1](Cl)(=[O:3])[CH3:2].[CH3:5][O:6][C:7]1[C:8](=[O:21])[C:9]2[C:14]([C:15](=[O:19])[C:16]=1[O:17][CH3:18])=[C:13]([NH2:20])[CH:12]=[CH:11][CH:10]=2.N1C=CC=CC=1>C(Cl)(Cl)Cl>[CH3:5][O:6][C:7]1[C:8](=[O:21])[C:9]2[C:14]([C:15](=[O:19])[C:16]=1[O:17][CH3:18])=[C:13]([NH:20][C:1](=[O:3])[CH3:2])[CH:12]=[CH:11][CH:10]=2. Procedure: Acetyl chloride (1.5 ml, 20 mmol) is added dropwise, over 10 min, to an ice water cooled, stirred suspension of 12a from Example 5 (466 mg, 2 mmol) in chloroform (15 ml) containing pyridine (1.6 ml, 20 mmol). After a total reaction time of 30 min, the mixture is diluted with chloroform (50 ml) and then washed with water (2×25 ml). The chloroform phase is dried over MgSO4, concentrated to dryness and the residue recrystallized from iso-propanol affording 498 mg (85%) of 12b R1 =R2 =OCH3, with mp ... Starting materials: Cc1ccccc1, ClCC=Cc1ccccc1, NC(=O)C1CCNCC1, O. Yields the product NC(=O)C1CCN(CC=Cc2ccccc2)CC1. As a reaction SMILES: [CH3:21][c:22]1[cH:23][cH:24][cH:25][cH:26][cH:27]1.[Cl:10][CH2:11][CH:12]=[CH:13][c:14]1[cH:15][cH:16][cH:17][cH:18][cH:19]1.[NH:1]1[CH2:2][CH2:3][CH:4]([C:5](=[O:6])[NH2:7])[CH2:8][CH2:9]1.[OH2:20]>>[N:1]1([CH2:11][CH:12]=[CH:13][c:14]2[cH:15][cH:16][cH:17][cH:18][cH:19]2)[CH2:2][CH2:3][CH:4]([C:5](=[O:6])[NH2:7])[CH2:8][CH2:9]1. Reactants: CC(Cl)c1cccnc1, CC(=O)C1CC(CC(=O)O)C1(C)C. The reagents and catalysts are O=C([O-])[O-].[Cs+].[Cs+] (cesium carbonate), [I-].[K+] (potassium iodide). Run in CN(C)C=O (DMF), CN(C)C=O (dmf), CN(C)C=O (DMF). Reaction conditions: temperature 70 celsius, time 16 hour. Yields the product CC(=O)C1CC(CC(=O)OC(C)c2cccnc2)C1(C)C. The reactants are CCOC(=O)/N=N/C(=O)OCC (DEAD), ClC1=NC(=C2NC=NC2=N1)Cl (2,6-dichloropurine), C1(=CC=CC=C1)P(C1=CC=CC=C1)C1=CC=CC=C1 (triphenylphosphine), C(C)(C)O (isopropyl alcohol). Solvent: C1CCOC1 (THF). Run at time 24 hour. Yields the product ClC1=NC(=C2N=CN(C2=N1)C(C)C)Cl (2,6-dichloro-9-isopropyl-9H-purine). The yield is 49.0%. RXN SMILES: CCOC(/N=N/C(OCC)=O)=O.[Cl:13][C:14]1[N:22]=[C:21]2[C:17]([NH:18][CH:19]=[N:20]2)=[C:16]([Cl:23])[N:15]=1.[C:24]1(P(C2C=CC=CC=2)C2C=CC=CC=2)[CH:29]=CC=C[CH:25]=1.C(O)(C)C>C1COCC1>[Cl:13][C:14]1[N:22]=[C:21]2[C:17]([N:18]=[CH:19][N:20]2[CH:24]([CH3:29])[CH3:25])=[C:16]([Cl:23])[N:15]=1. Reported procedure: Add DEAD (4.7 g, 27.09 mmol) slowly to a solution of 2,6-dichloropurine (1, 5 g, 26.5 mmol), triphenylphosphine (1 1.75 g, 44.5 mmol) and isopropyl alcohol (2b, 10 ml) in THF (100 ml), and stir at room temperature for 24 hours. Concentrate the reaction mixture, dissolve the residue in DCM (20 ml) and filter to remove the unwanted solids. Load the filtrate onto a 90 gram silica gel column (Biotage), and elute with DCM/acetone (95:5). Concentrate the desired fractions to give 3.0 grams of 2,6-dich... Starting materials: CO, CCOC(C)=O, [H][H], CC(C)CCn1ccc([N+](=O)[O-])n1, [Pd]. The product is CC(C)CCn1ccc(N)n1. Reaction SMILES: [CH3:14][OH:15].[CH3:18][CH2:19][O:20][C:21](=[O:22])[CH3:23].[H:16][H:17].[N+:1]([O-:2])(=[O:3])[c:4]1[n:5][n:6]([CH2:9][CH2:10][CH:11]([CH3:12])[CH3:13])[cH:7][cH:8]1.[Pd:24]>>[NH2:1][c:4]1[n:5][n:6]([CH2:9][CH2:10][CH:11]([CH3:12])[CH3:13])[cH:7][cH:8]1. Reactants: CC#N, CCN(C(C)C)C(C)C, O=C(Cl)N1CCCC1c1ncnn1Cc1ccc(Cl)cc1, NC1CCOc2cc(C(F)(F)F)ccc21. Yields the product O=C(NC1CCOc2cc(C(F)(F)F)ccc21)N1CCCC1c1ncnn1Cc1ccc(Cl)cc1. Reaction SMILES: [CH3:46][C:47]#[N:48].[CH:37]([N:38]([CH2:39][CH3:40])[CH:41]([CH3:42])[CH3:43])([CH3:44])[CH3:45].[Cl:1][c:2]1[cH:3][cH:4][c:5]([CH2:6][n:7]2[n:8][cH:9][n:10][c:11]2[CH:12]2[N:13]([C:17](=[O:18])[Cl:19])[CH2:14][CH2:15][CH2:16]2)[cH:20][cH:21]1.[NH2:22][CH:23]1[CH2:24][CH2:25][O:26][c:27]2[cH:28][c:29]([C:33]([F:34])([F:35])[F:36])[cH:30][cH:31][c:32]21>>[Cl:1][c:2]1[cH:3][cH:4][c:5]([CH2:6][n:7]2[n:8][cH:9][n:10][c:11]2[CH:12]2[N:13]([C:17](=[O:18])[NH:22][CH:23]3[CH2:24][CH2:25][O:26][c:27]4[cH:28][c:29]([C:33]([F:34])([F:35])[F:36])[cH:30][cH:31][c:32]43)[CH2:14][CH2:15][CH2:16]2)[cH:20][cH:21]1.